This data is from the Open Reaction Database (ORD), a public repository of structured organic reaction records. The task is: describe an organic reaction: reactants, conditions, products, and yield The reactants are FC(=CCCCCCCCCCC(=O)OC)F (methyl 12,12-difluoro-11-dodecenoate), [OH-].[Na+] (sodium hydroxide), Cl (hydrochloric acid). Reagents/catalysts: O (water). Solvent: O (water). Conditions: time 16 hour. Yields the product FC(=CCCCCCCCCCC(=O)O)F (12,12-difluoro-11-dodecenoic acid). The yield is 96.0%. Reaction SMILES: [F:1][C:2]([F:17])=[CH:3][CH2:4][CH2:5][CH2:6][CH2:7][CH2:8][CH2:9][CH2:10][CH2:11][CH2:12][C:13]([O:15]C)=[O:14].[OH-].[Na+].Cl>O>[F:1][C:2]([F:17])=[CH:3][CH2:4][CH2:5][CH2:6][CH2:7][CH2:8][CH2:9][CH2:10][CH2:11][CH2:12][C:13]([OH:15])=[O:14] |f:1.2|. Procedure details: A mixture of 1.0 gram (0.004 mole) of methyl 12,12-difluoro-11-dodecenoate and 0.16 gram (0.004 mole) of powdered sodium hydroxide was stirred at ambient temperature for 16 hours. A few drops of water were added to the reaction mixture, and it was warmed to 75° C. where it stirred for 3-4 hours. The reaction mixture was cooled to ambient temperature, diluted with water and acidified to pH with aqueous 6N hydrochloric acid. The mixture was extracted with three portions of diethyl ether. The combi...